From a dataset of the Open Reaction Database (ORD), a public repository of structured organic reaction records. describe an organic reaction: reactants, conditions, products, and yield Reactants: COc1cccc(C(=O)Cl)c1, COc1ccc2[nH]c(C)c(CCN3CCCCC3CC3CCCCC3)c2c1, [H-], [Na+], [Na], CN(C)C=O. Yields the product COc1cccc(C(=O)n2c(C)c(CCN3CCCCC3CC3CCCCC3)c3cc(OC)ccc32)c1. Reaction SMILES: [CH3:31][O:32][c:33]1[cH:34][c:35]([C:36](=[O:37])[Cl:38])[cH:39][cH:40][cH:41]1.[CH:1]1([CH2:7][CH:8]2[N:9]([CH2:14][CH2:15][c:16]3[c:17]([CH3:27])[nH:18][c:19]4[cH:20][cH:21][c:22]([O:25][CH3:26])[cH:23][c:24]34)[CH2:10][CH2:11][CH2:12][CH2:13]2)[CH2:2][CH2:3][CH2:4][CH2:5][CH2:6]1.[H-:28].[Na+:29].[Na:30].[O:42]=[CH:43][N:44]([CH3:45])[CH3:46]>>[CH:1]1([CH2:7][CH:8]2[N:9]([CH2:14][CH2:15][c:16]3[c:17]([CH3:27])[n:18]([C:36]([c:35]4[cH:34][c:33]([O:32][CH3:31])[cH:41][cH:40][cH:39]4)=[O:37])[c:19]4[cH:20][cH:21][c:22]([O:25][CH3:26])[cH:23][c:24]34)[CH2:10][CH2:11][CH2:12][CH2:13]2)[CH2:2][CH2:3][CH2:4][CH2:5][CH2:6]1.